This data is from the Open Reaction Database (ORD), a public repository of structured organic reaction records. The task is: describe an organic reaction: reactants, conditions, products, and yield Starting materials: O=C1CC(c2ccc(Br)cc2)C1(Cl)Cl, CC(=O)O, CCOC(C)=O. Product: O=C1CC(c2ccc(Br)cc2)C1. RXN SMILES: [Br:1][c:2]1[cH:3][cH:4][c:5]([CH:8]2[C:9]([Cl:13])([Cl:14])[C:10](=[O:12])[CH2:11]2)[cH:6][cH:7]1.[CH3:15][C:16](=[O:17])[OH:18].[CH3:19][CH2:20][O:21][C:22]([CH3:23])=[O:24]>>[Br:1][c:2]1[cH:3][cH:4][c:5]([CH:8]2[CH2:9][C:10](=[O:12])[CH2:11]2)[cH:6][cH:7]1. Starting materials: BrC=1C=NC=2C(NC=CC2C1)=O (3-Bromo-7H-[1,7]naphthyridin-8-one), CCN(C(C)C)C(C)C (DIPEA), O=P(Cl)(Cl)Cl (POCl3). The solvent is C1(=CC=CC=C1)C (toluene). Run at temperature 130 celsius. Yields the product BrC=1C=NC2=C(N=CC=C2C1)Cl (3-Bromo-8-chloro-[1,7]naphthyridine). The yield is 67.8%. As a reaction SMILES: [Br:1][C:2]1[CH:3]=[N:4][C:5]2[C:6](=O)[NH:7][CH:8]=[CH:9][C:10]=2[CH:11]=1.CCN(C(C)C)C(C)C.O=P(Cl)(Cl)[Cl:24]>C1(C)C=CC=CC=1>[Br:1][C:2]1[CH:3]=[N:4][C:5]2[C:10]([CH:11]=1)=[CH:9][CH:8]=[N:7][C:6]=2[Cl:24]. Reported procedure: 3-Bromo-7H-[1,7]naphthyridin-8-one (1.5 g, 6.67 mmol) was suspended in toluene (20 ml). DIPEA (3.5 ml, 20 mmol) and POCl3 (1.8 ml, 20 mmol) were added and the reaction mixture was heated to 130° C. for 36 h. The reaction mixture was cooled to rt and partitioned between water (75 ml) and EtOAc (150 ml). The phases were separated and the aq phase was extracted twice with EtOAc (25 ml). The combined organic layer was washed with NaHCO3 solution and brine, treated with MgSO4 and filtered. The filtra... Starting materials: [OH-].[Na+] (sodium hydroxide), C(C)(C)(C)OC(=O)N[C@@]1([C@@H]2[C@H]([C@@H]2C(C1)=O)C(=O)OC(C)(C)C)C(=O)OC(C)(C)C (ditert-butyl(1S,2S,5R,6R)-2-(tert-butoxycarbonylamino)-4-oxo-bicyclo[3.1.0]hexane-2,6-dicarboxylate). The solvent is O1CCCC1 (tetrahydrofuran), C(C)O (ethanol). Conditions: temperature 60 celsius, time 8 hour. Product: C(C)(C)(C)OC(=O)N[C@@]1([C@@H]2[C@H]([C@@H]2C(C1)=O)C(=O)O)C(=O)O ((1S,2S,5R,6R)-2-(tert-Butoxycarbonylamino)-4-oxo-bicyclo[3.1.0]hexane-2,6-dicarboxylic acid). Yield: 96.3%. As a reaction SMILES: [OH-].[Na+].[C:3]([O:7][C:8]([NH:10][C@@:11]1([C:25]([O:27]C(C)(C)C)=[O:26])[CH2:16][C:15](=[O:17])[C@@H:14]2[C@H:12]1[C@H:13]2[C:18]([O:20]C(C)(C)C)=[O:19])=[O:9])([CH3:6])([CH3:5])[CH3:4]>O1CCCC1.C(O)C>[C:3]([O:7][C:8]([NH:10][C@@:11]1([C:25]([OH:27])=[O:26])[CH2:16][C:15](=[O:17])[C@@H:14]2[C@H:12]1[C@H:13]2[C:18]([OH:20])=[O:19])=[O:9])([CH3:6])([CH3:4])[CH3:5] |f:0.1|. Reported procedure: Add 2.5M sodium hydroxide (15.55 mL, 38.88 mmol) to a stirred solution of the ditert-butyl(1S,2S,5R,6R)-2-(tert-butoxycarbonylamino)-4-oxo-bicyclo[3.1.0]hexane-2,6-dicarboxylate (2.0 g, 4.86 mmol) in tetrahydrofuran (24.3 mL) and ethanol (9.72 mL). Heat the reaction mixture to 60° C. and maintain stirring overnight. Continue heating for 4 hours then wash with ethyl acetate. Cool the aqueous phase in an ice bath and acidify to pH=2-3 with 1N hydrochloric acid solution. Extract with ethyl acetate ... The reactants are OCCCNC(=O)C1=CNC(=C1)C1=NC=CC(=C1)OC1=CC=C(C=C1)NC(=O)NC1=CC(=CC=C1)C (N-(3-hydroxypropyl)-5-{4-[4-({[(3-methylphenyl)amino]carbonyl}amino)phenoxy]pyridin-2-yl}-1H-pyrrole-3-carboxamide), CC(=O)OI1(C=2C=CC=CC2C(=O)O1)(OC(=O)C)OC(=O)C (Dess-Martin periodinane), C(=O)(O)[O-].[Na+] (NaHCO3), O (water). Reaction SMILES: [OH:1][CH2:2][CH2:3][CH2:4][NH:5][C:6]([C:8]1[CH:12]=[C:11]([C:13]2[CH:18]=[C:17]([O:19][C:20]3[CH:25]=[CH:24][C:23]([NH:26][C:27]([NH:29][C:30]4[CH:35]=[CH:34][CH:33]=[C:32]([CH3:36])[CH:31]=4)=[O:28])=[CH:22][CH:21]=3)[CH:16]=[CH:15][N:14]=2)[NH:10][CH:9]=1)=[O:7].CC(OI1(OC(C)=O)(OC(C)=O)OC(=O)C2C=CC=CC1=2)=O.O.C([O-])(O)=O.[Na+]>CN(C=O)C>[CH3:36][C:32]1[CH:31]=[C:30]([NH:29][C:27]([NH:26][C:23]2[CH:24]=[CH:25][C:20]([O:19][C:17]3[CH:16]=[CH:15][N:14]=[C:13]([C:11]4[NH:10][CH:9]=[C:8]([C:6]([NH:5][CH2:4][CH2:3][CH:2]=[O:1])=[O:7])[CH:12]=4)[CH:18]=3)=[CH:21][CH:22]=2)=[O:28])[CH:35]=[CH:34][CH:33]=1 |f:3.4|. Run at time 80 minute. Procedure details: To a stirred solution of N-(3-hydroxypropyl)-5-{4-[4-({[(3-methylphenyl)amino]carbonyl}amino)phenoxy]pyridin-2-yl}-1H-pyrrole-3-carboxamide (1.0 g, 2.06 mmol) in 20 ml of anhydrous DMF was added Dess-Martin periodinane (1.22 g, 2.88 mmol). The mixture was stirred at room temperature under nitrogen for 80 minutes and poured into 100 ml of water with vigorous stirring. Saturated NaHCO3 solution was added until pH=9. The precipitates were filtered, washed with water and dried in vacuo to give the c... Solvent: CN(C)C=O (DMF). The product is CC=1C=C(C=CC1)NC(=O)NC1=CC=C(OC2=CC(=NC=C2)C2=CC(=CN2)C(=O)NCCC=O)C=C1 (5-{4-[4-({[(3-methylphenyl)amino]carbonyl}amino)phenoxy]pyridin-2-yl}-N-(3-oxopropyl)-1H-pyrrole-3-carboxamide). RXN SMILES: [O:1]=[S:2]1(=[O:17])[CH2:6][CH2:5][CH2:4][N:3]1[C:7]1[CH:15]=[CH:14][C:10]([C:11]([OH:13])=O)=[C:9]([F:16])[CH:8]=1.[Cl:18][C:19]1[C:20]([N:26]2[CH2:31][CH2:30][NH:29][CH2:28][CH2:27]2)=[N:21][CH:22]=[C:23]([Cl:25])[CH:24]=1>>[Cl:18][C:19]1[C:20]([N:26]2[CH2:31][CH2:30][N:29]([C:11]([C:10]3[CH:14]=[CH:15][C:7]([N:3]4[CH2:4][CH2:5][CH2:6][S:2]4(=[O:1])=[O:17])=[CH:8][C:9]=3[F:16])=[O:13])[CH2:28][CH2:27]2)=[N:21][CH:22]=[C:23]([Cl:25])[CH:24]=1. Procedure: Using 4-(1,1-dioxo-1λ6-isothiazolidin-2-yl)-2-fluorobenzoic acid (272 mg) described in Preparation Example 23 and 1-(3,5-dichloropyridin-2-yl)piperazine (244 mg) and by the reaction and treatment in the same manner as in Preparation Example 111, the title compound (508 mg) was obtained. The reactants are O=S1(N(CCC1)C1=CC(=C(C(=O)O)C=C1)F)=O (4-(1,1-dioxo-1λ6-isothiazolidin-2-yl)-2-fluorobenzoic acid), ClC=1C(=NC=C(C1)Cl)N1CCNCC1 (1-(3,5-dichloropyridin-2-yl)piperazine). Yield: 102.3%. The product is ClC=1C(=NC=C(C1)Cl)N1CCN(CC1)C(=O)C1=C(C=C(C=C1)N1S(CCC1)(=O)=O)F ([4-(3,5-dichloropyridin-2-yl)piperazin-1-yl][4-(1,1-dioxo-1λ6-isothiazolidin-2-yl)-2-fluorophenyl]methanone). The reactants are CO, COC(=O)C1C(=O)NCC1c1ccc(Cl)cc1, O=C(O)C1C(=O)NCC1c1ccc(Cl)cc1, Cl, [Na+], [OH-], Cc1ccccc1C. Yields the product O=C1CC(c2ccc(Cl)cc2)CN1. Reaction SMILES: [CH3:45][OH:46].[Cl:1][c:2]1[cH:3][cH:4][c:5]([CH:8]2[CH:9]([C:14]([O:15][CH3:16])=[O:17])[C:10](=[O:13])[NH:11][CH2:12]2)[cH:6][cH:7]1.[Cl:21][c:22]1[cH:23][cH:24][c:25]([CH:26]2[CH2:27][NH:28][C:29](=[O:30])[CH:31]2[C:32]([OH:33])=[O:34])[cH:35][cH:36]1.[ClH:20].[Na+:19].[OH-:18].[c:37]1([CH3:38])[c:39]([CH3:40])[cH:41][cH:42][cH:43][cH:44]1>>[Cl:1][c:2]1[cH:3][cH:4][c:5]([CH:8]2[CH2:9][C:10](=[O:13])[NH:11][CH2:12]2)[cH:6][cH:7]1. Reactants: CO, [K+], [OH-], O, COC(=O)C(C)(OCc1ccc(-c2ccccc2)cc1)C(F)(F)F. Yields the product CC(OCc1ccc(-c2ccccc2)cc1)(C(=O)O)C(F)(F)F. As a reaction SMILES: [CH3:27][OH:28].[K+:26].[OH-:25].[OH2:29].[c:1]1(-[c:7]2[cH:8][cH:9][c:10]([CH2:11][O:12][C:13]([C:14](=[O:15])[O:16][CH3:17])([C:18]([F:19])([F:20])[F:21])[CH3:22])[cH:23][cH:24]2)[cH:2][cH:3][cH:4][cH:5][cH:6]1>>[c:1]1(-[c:7]2[cH:8][cH:9][c:10]([CH2:11][O:12][C:13]([C:14](=[O:15])[OH:16])([C:18]([F:19])([F:20])[F:21])[CH3:22])[cH:23][cH:24]2)[cH:2][cH:3][cH:4][cH:5][cH:6]1. Starting materials: C1(CCCC1)C1=C(SC=C1)C1(C2=CC=CC=C2C=2C=CC=CC12)O (9-(3-cyclopentylthien-2-yl)-9H-fluoren-9-ol), COC([C@@H](NC(=O)OCC1C2=CC=CC=C2C=2C=CC=CC12)[C@H](O)C)=O (Nα -(9 fluorenylmethoxycarbonyl)-L-threonine methyl ester), OS(=O)(=O)O (H2SO4). Reagents/catalysts: FC(C(=O)O)(F)F (trifluoroacetic acid). The product is C1(CCCC1)C1=C(SC=C1)C1(C2=CC=CC=C2C=2C=CC=CC12)O[C@@H]([C@H](N)C(=O)O)C (O-[9-(3-cyclopentylthien-2-yl)-9H-fluoren-9-yl]-L-threonine). RXN SMILES: [CH:1]1([C:6]2[CH:10]=[CH:9][S:8][C:7]=2[C:11]2([OH:24])[C:23]3[CH:22]=[CH:21][CH:20]=[CH:19][C:18]=3[C:17]3[C:12]2=[CH:13][CH:14]=[CH:15][CH:16]=3)[CH2:5][CH2:4][CH2:3][CH2:2]1.C[O:26][C:27](=[O:50])[C@H:28]([C@@H:47]([CH3:49])O)[NH:29]C(OCC1C2C=CC=CC=2C2C1=CC=CC=2)=O.OS(O)(=O)=O>FC(F)(F)C(O)=O>[CH:1]1([C:6]2[CH:10]=[CH:9][S:8][C:7]=2[C:11]2([O:24][C@H:47]([CH3:49])[C@@H:28]([C:27]([OH:50])=[O:26])[NH2:29])[C:23]3[CH:22]=[CH:21][CH:20]=[CH:19][C:18]=3[C:17]3[C:12]2=[CH:13][CH:14]=[CH:15][CH:16]=3)[CH2:2][CH2:3][CH2:4][CH2:5]1. Procedure: from 9-(3-cyclopentylthien-2-yl)-9H-fluoren-9-ol and Nα -(9 fluorenylmethoxycarbonyl)-L-threonine methyl ester following method A, using trifluoroacetic acid as catalyst in place of H2SO4 ; As a reaction SMILES: [C:1]1([C@@H:7]2[CH2:9][C@H:8]2[NH2:10])[CH:6]=[CH:5][CH:4]=[CH:3][CH:2]=1.[C:11]([CH:14]1[CH2:19][CH2:18][N:17]([C:20]([O:22][C:23]([CH3:26])([CH3:25])[CH3:24])=[O:21])[CH2:16][CH2:15]1)(=O)[CH3:12].CC(O)=O.C(O[BH-](OC(=O)C)OC(=O)C)(=O)C.[Na+].C([O-])(O)=O.[Na+]>C(Cl)(Cl)Cl>[C:1]1([C@@H:7]2[CH2:9][C@H:8]2[NH:10][CH:11]([CH:14]2[CH2:15][CH2:16][N:17]([C:20]([O:22][C:23]([CH3:24])([CH3:26])[CH3:25])=[O:21])[CH2:18][CH2:19]2)[CH3:12])[CH:6]=[CH:5][CH:4]=[CH:3][CH:2]=1 |f:3.4,5.6|. The reactants are C(C)(=O)O[BH-](OC(C)=O)OC(C)=O.[Na+] (Sodium triacetoxyborohydride), C1(=CC=CC=C1)[C@H]1[C@@H](C1)N ([trans-2-phenylcyclopropyl]amine), C(C)(=O)C1CCN(CC1)C(=O)OC(C)(C)C (1,1-dimethylethyl 4-acetyl-1-piperidinecarboxylate), CC(=O)O (AcOH), C(=O)(O)[O-].[Na+] (NaHCO3). Run in C(Cl)(Cl)Cl (Chloroform). Reported procedure: A mixture of [trans-2-phenylcyclopropyl]amine (116 mg, 0.871 mmol), 1,1-dimethylethyl 4-acetyl-1-piperidinecarboxylate (110 mg, 0.484 mmol) and AcOH (1 μL, 0.017 mmol) in Chloroform (10 mL) was stirred at room temperature for 18 hours. Sodium triacetoxyborohydride (196 mg, 0.925 mmol) was added and stirring continued for 18 hours. Upon completion, saturated NaHCO3 was added to the reaction mixture and the mixture was extracted with CHCl3 (2×50 mL). The organics were combined, dried over Na2SO4 a... Yields the product C1(=CC=CC=C1)[C@H]1[C@@H](C1)NC(C)C1CCN(CC1)C(=O)OC(C)(C)C (1,1-dimethylethyl 4-(1-{[trans-2-phenylcyclopropyl]amino}ethyl)-1-piperidinecarboxylate). Conditions: time 18 hour.